describe an organic reaction: reactants, conditions, products, and yield From a dataset of the Open Reaction Database (ORD), a public repository of structured organic reaction records. Reactants: BrCC(=O)OCC (Ethyl bromoacetate), OC1=NC(=CC(=N1)C)C (2-Hydroxy-4,6-dimethyl pyrimidine), C([O-])([O-])=O.[K+].[K+] (potassium carbonate). The solvent is CN(C=O)C (dimethylformamide). Reaction SMILES: [OH:1][C:2]1[N:7]=[C:6]([CH3:8])[CH:5]=[C:4]([CH3:9])[N:3]=1.Br[CH2:11][C:12]([O:14][CH2:15][CH3:16])=[O:13].C(=O)([O-])[O-].[K+].[K+]>CN(C)C=O>[CH3:9][C:4]1[CH:5]=[C:6]([CH3:8])[N:7]=[C:2]([O:1][CH2:11][C:12]([O:14][CH2:15][CH3:16])=[O:13])[N:3]=1 |f:2.3.4|. Yields the product CC1=NC(=NC(=C1)C)OCC(=O)OCC (Ethyl 2-(4,6-dimethylpyrimidin-2-yl)oxyacetate). Procedure details: 2-Hydroxy-4,6-dimethyl pyrimidine (10g, 0.08 mol) was dissolved in 150ml of dimethylformamide. Ethyl bromoacetate (13.5g, 0.08 mol) was added and also, subsequently, 11.lg of potassium carbonate. The reaction mixture was refluxed overnight. A precipitate had formed which was filtered off and the solvent was then evaporated off from the filtrate to form a crude oily product. Following purification by flash chromatography, 4.5g of the title product were obtained in the form of a red oil. The yield is 26.8%. The reactants are Cl.COC([C@@H](N)CCCNC(N)=N)=O (arginine methyl ester hydrochloride), C1CCC(CC1)N=C=NC2CCCCC2 (DCC), C(CC(C)C)(=O)O (isovaleric acid), C=1C=CC2=C(C1)N=NN2O (HOBT). Solvent: CN(C)C=O (DMF), C(C)N(CC)CC (triethylamine). Product: COC([C@@H](NC(CC(C)C)=O)CCCNC(N)=N)=O (N-isovaleryl-arginine methyl ester). RXN SMILES: Cl.[CH3:2][O:3][C:4](=[O:14])[C@H:5]([CH2:7][CH2:8][CH2:9][NH:10][C:11](=[NH:13])[NH2:12])[NH2:6].[C:15](O)(=[O:20])[CH2:16][CH:17]([CH3:19])[CH3:18].C1C=CC2N(O)N=NC=2C=1.C1CCC(N=C=NC2CCCCC2)CC1>CN(C=O)C.C(N(CC)CC)C>[CH3:2][O:3][C:4](=[O:14])[C@H:5]([CH2:7][CH2:8][CH2:9][NH:10][C:11](=[NH:12])[NH2:13])[NH:6][C:15](=[O:20])[CH2:16][CH:17]([CH3:19])[CH3:18] |f:0.1|. Procedure details: A 2.0 g (8.9 mMol) portion of arginine methyl ester hydrochloride was contacted with isovaleric acid (755 mg), HOBT (1 g), triethylamine (747 mg) and DCC (1.52 g) in DMF (150 ml) under the conditions described in Example 30 to give N-isovaleryl-arginine methyl ester as a crystalline solid (1.71 g). The product is NC1(COC1)CNC1=CC(=NC2=CC=C(C=C12)C)N1CC(S(C2=C(C1)C=CC=C2)(=O)=O)C (N-[(3-Aminooxetan-3-yl)methyl]-6-methyl-2-(2-methyl-1,1-dioxido-2,3-dihydro-1,4-benzothiazepin-4(5H)-yl)quinolin-4-amine). Reported procedure: The title compound was prepared in analogy to Example 69-1 in Scheme 30 by using 4-(4-chloro-6-methylquinolin-2-yl)-2-methyl-2,3,4,5-tetrahydro-1,4-benzothiazepine 1,1-dioxide and 3-(aminomethyl)oxetan-3-amine. MS obsd. (ESI+) [(M+H)+] 453, 1H NMR (400 MHz, CD3OD) δ ppm 8.01 (d, J=7.83 Hz, 1 H), 7.92 (brs, 1 H), 7.66 (s, 2 H), 7.52-7.41 (m, 2 H), 7.30 (dd, J=8.59, 1.77 Hz, 1 H), 6.19 (s, 1 H), 5.18 (brs, 1 H), 5.10 (brs, 1 H), 4.66-4.55 (m, 4 H), 3.68 (d, J=2.02 Hz, 2 H), 3.65-3.57 (m, 1 H), 3.3... Starting materials: ClC1=CC(=NC2=CC=C(C=C12)C)N1CC(S(C2=C(C1)C=CC=C2)(=O)=O)C (4-(4-chloro-6-methylquinolin-2-yl)-2-methyl-2,3,4,5-tetrahydro-1,4-benzothiazepine 1,1-dioxide), NCC1(COC1)N (3-(aminomethyl)oxetan-3-amine). RXN SMILES: Cl[C:2]1[C:11]2[C:6](=[CH:7][CH:8]=[C:9]([CH3:12])[CH:10]=2)[N:5]=[C:4]([N:13]2[CH2:19][C:18]3[CH:20]=[CH:21][CH:22]=[CH:23][C:17]=3[S:16](=[O:25])(=[O:24])[CH:15]([CH3:26])[CH2:14]2)[CH:3]=1.[NH2:27][CH2:28][C:29]1([NH2:33])[CH2:32][O:31][CH2:30]1>>[NH2:33][C:29]1([CH2:28][NH:27][C:2]2[C:11]3[C:6](=[CH:7][CH:8]=[C:9]([CH3:12])[CH:10]=3)[N:5]=[C:4]([N:13]3[CH2:19][C:18]4[CH:20]=[CH:21][CH:22]=[CH:23][C:17]=4[S:16](=[O:25])(=[O:24])[CH:15]([CH3:26])[CH2:14]3)[CH:3]=2)[CH2:32][O:31][CH2:30]1. Starting materials: BrC1=NC(=C2C=CC(N(C2=C1)C1=C(C=CC=C1Cl)Cl)=O)C1=C(C=C(C=C1)F)Cl (7-bromo-5-(2-chloro-4-fluorophenyl)-1-(2,6-dichlorophenyl)-1,6-naphthyridin-2(1H)-one), C(C)(C)(C)N1CCC(CC1)=C[Sn](C)(C)C (1-tert-butyl-4-[(trimethylstannyl)methylene]piperidine). Product: C(C)(C)(C)N1CCC(CC1)=CC1=NC(=C2C=CC(N(C2=C1)C1=C(C=CC=C1Cl)Cl)=O)C1=C(C=C(C=C1)F)Cl (7-[(1-tert-butylpiperidin-4-ylidene)methyl]-5-(2-chloro-4-fluorophenyl)-1-(2,6-dichlorophenyl)-1,6-naphthyridin-2(1H)-one). As a reaction SMILES: Br[C:2]1[CH:11]=[C:10]2[C:5]([CH:6]=[CH:7][C:8](=[O:20])[N:9]2[C:12]2[C:17]([Cl:18])=[CH:16][CH:15]=[CH:14][C:13]=2[Cl:19])=[C:4]([C:21]2[CH:26]=[CH:25][C:24]([F:27])=[CH:23][C:22]=2[Cl:28])[N:3]=1.[C:29]([N:33]1[CH2:38][CH2:37][C:36](=[CH:39][Sn](C)(C)C)[CH2:35][CH2:34]1)([CH3:32])([CH3:31])[CH3:30]>>[C:29]([N:33]1[CH2:38][CH2:37][C:36](=[CH:39][C:2]2[CH:11]=[C:10]3[C:5]([CH:6]=[CH:7][C:8](=[O:20])[N:9]3[C:12]3[C:17]([Cl:18])=[CH:16][CH:15]=[CH:14][C:13]=3[Cl:19])=[C:4]([C:21]3[CH:26]=[CH:25][C:24]([F:27])=[CH:23][C:22]=3[Cl:28])[N:3]=2)[CH2:35][CH2:34]1)([CH3:32])([CH3:31])[CH3:30]. Procedure: The 7-[(1-tert-butylpiperidin-4-ylidene)methyl]-5-(2-chloro-4-fluorophenyl)-1-(2,6-dichlorophenyl)-1,6-naphthyridin-2(1H)-one was prepared from 7-bromo-5-(2-chloro-4-fluorophenyl)-1-(2,6-dichlorophenyl)-1,6-naphthyridin-2(1H)-one (COMPOUND CCC1) and 1-tert-butyl-4-[(trimethylstannyl)methylene]piperidine (INTERMEDIATE ABA3) by a procedure analogous to that described in EXAMPLE CZC1. Mass spectrum (ESI) 570 (M+1). The reactants are C(C)(C)(C)OC(=O)C1C(NC2=C(CC1)C=CC(=C2)OC)=O (3-tert-butoxycarbonyl-8-methoxy-2,3,4,5-tetrahydro-1H-1-benzazepine-2-one), C1CC(=O)N(C1=O)Br (NBS). Run in C(C)(=O)O (acetic acid), C(Cl)(Cl)Cl (chloroform), C(Cl)Cl (DCM). The product is BrC=1C(=CC2=C(CCC(C(N2)=O)C(=O)OC(C)(C)C)C1)OC (7-Bromo-3(R,S)-tert-butoxycarbonyl-8-methoxy-2,3,4,5-tetrahydro-1H-1-benzazepine-2-one), powder. Isolated yield 54.0%. As a reaction SMILES: [C:1]([O:5][C:6]([CH:8]1[CH2:14][CH2:13][C:12]2[CH:15]=[CH:16][C:17]([O:19][CH3:20])=[CH:18][C:11]=2[NH:10][C:9]1=[O:21])=[O:7])([CH3:4])([CH3:3])[CH3:2].C1C(=O)N([Br:29])C(=O)C1>C(O)(=O)C.C(Cl)(Cl)Cl.C(Cl)Cl>[Br:29][C:16]1[C:17]([O:19][CH3:20])=[CH:18][C:11]2[NH:10][C:9](=[O:21])[CH:8]([C:6]([O:5][C:1]([CH3:4])([CH3:3])[CH3:2])=[O:7])[CH2:14][CH2:13][C:12]=2[CH:15]=1. Procedure: A suspension of 3-tert-butoxycarbonyl-8-methoxy-2,3,4,5-tetrahydro-1H-1-benzazepine-2-one (1.00 g, 3.43 mmol) and NBS (0.672 g, 3.78 mmol) in acetic acid (0.8 mL) and chloroform (8 mL) was heated at reflux for 3 hrs. Then, the reaction mixture was diluted with DCM (30 mL), washed with water, dried over Na2SO4, filtered and evaporated. The crude residue was purified by flash chromatography on silica column using gradient elution with EtOAc/DCM (from 5% ethyl acetate in DCM to 10% ethyl acetate in... Reactants: C(C)(C)(C)C1=C(C(=CC=C1)C(C)(C)C)O (2,6-di-t-butylphenol), C(C=C)(=O)OC (methyl acrylate), CC(C)([O-])C.[K+] (potassium t-butoxide), CN1C(CCC1)=O (N-methylpyrrolidinone). Run in C(C)(=O)O (acetic acid), CO (methanol), O (water). Reaction conditions: temperature 165 celsius, time 2 minute. Yields the product C(C)(C)(C)C1=C(C(=CC(=C1)O)C(C)(C)C)CCC(=O)OC (methyl 3-(2,6-di-t-butyl-4-hydroxyphenyl)propionate). The yield is 329.7%. As a reaction SMILES: [C:1]([C:5]1[CH:10]=[CH:9][CH:8]=[C:7]([C:11]([CH3:14])([CH3:13])[CH3:12])[C:6]=1O)([CH3:4])([CH3:3])[CH3:2].CC(C)([O-:19])C.[K+].CN1CCCC1=O.[C:29]([O:33][CH3:34])(=[O:32])[CH:30]=[CH2:31]>CO.O.C(O)(=O)C>[C:1]([C:5]1[CH:10]=[C:9]([OH:19])[CH:8]=[C:7]([C:11]([CH3:14])([CH3:13])[CH3:12])[C:6]=1[CH2:31][CH2:30][C:29]([O:33][CH3:34])=[O:32])([CH3:4])([CH3:3])[CH3:2] |f:1.2|. Reported procedure: To a four neck round bottom flask, equipped with a mechanical stirrer, a three-way stopcock, a thermometer and a reflux condenser connected to a cold trap and an oil bubbler, were charged, under nitrogen atmosphere and at room temperature, 45.8 g (0.22 moles) 2,6-di-t-butylphenol and 7.48 g (0.067 moles) potassium t-butoxide. The reaction mixture was heated to 165° C. and t-butanol was removed from the reaction mixture by nitrogen purging and collected in the cold trap. After approximately 10 mi...